Dataset: the Open Reaction Database (ORD), a public repository of structured organic reaction records. Task: describe an organic reaction: reactants, conditions, products, and yield The reactants are CC#N, CCOc1c(Nc2ccc(Cl)c(S(=O)(=O)N(C)OC)c2O)c(=O)c1=O, CCC(N)C1CCCO1. Product: CCC(Nc1c(Nc2ccc(Cl)c(S(=O)(=O)N(C)OC)c2O)c(=O)c1=O)C1CCCO1. RXN SMILES: [CH3:35][C:36]#[N:37].[Cl:1][c:2]1[cH:3][cH:4][c:5]([NH:16][c:17]2[c:18]([O:23][CH2:24][CH3:25])[c:19](=[O:22])[c:20]2=[O:21])[c:6]([OH:15])[c:7]1[S:8](=[O:9])(=[O:10])[N:11]([CH3:12])[O:13][CH3:14].[O:26]1[CH:27]([CH:31]([CH2:32][CH3:33])[NH2:34])[CH2:28][CH2:29][CH2:30]1>>[Cl:1][c:2]1[cH:3][cH:4][c:5]([NH:16][c:17]2[c:18]([NH:34][CH:31]([CH:27]3[O:26][CH2:30][CH2:29][CH2:28]3)[CH2:32][CH3:33])[c:19](=[O:22])[c:20]2=[O:21])[c:6]([OH:15])[c:7]1[S:8](=[O:9])(=[O:10])[N:11]([CH3:12])[O:13][CH3:14].